This data is from the Open Reaction Database (ORD), a public repository of structured organic reaction records. The task is: describe an organic reaction: reactants, conditions, products, and yield Reactants: Cc1c(Cc2ccc(-n3ccc(C4CC4)n3)cc2)c(OC(F)F)nc2c(Cl)ccc(OCC(=O)OC(C)(C)C)c12, ClCCl, O=C(O)C(F)(F)F. Yields the product Cc1c(Cc2ccc(-n3ccc(C4CC4)n3)cc2)c(OC(F)F)nc2c(Cl)ccc(OCC(=O)O)c12. As a reaction SMILES: [C:1]([CH3:2])([CH3:3])([CH3:4])[O:5][C:6]([CH2:7][O:8][c:9]1[c:10]2[c:11]([CH3:39])[c:12]([CH2:24][c:25]3[cH:26][cH:27][c:28](-[n:31]4[n:32][c:33]([CH:36]5[CH2:37][CH2:38]5)[cH:34][cH:35]4)[cH:29][cH:30]3)[c:13]([O:20][CH:21]([F:22])[F:23])[n:14][c:15]2[c:16]([Cl:19])[cH:17][cH:18]1)=[O:40].[Cl:48][CH2:49][Cl:50].[OH:41][C:42]([C:43]([F:44])([F:45])[F:46])=[O:47]>>[O:5]=[C:6]([CH2:7][O:8][c:9]1[c:10]2[c:11]([CH3:39])[c:12]([CH2:24][c:25]3[cH:26][cH:27][c:28](-[n:31]4[n:32][c:33]([CH:36]5[CH2:37][CH2:38]5)[cH:34][cH:35]4)[cH:29][cH:30]3)[c:13]([O:20][CH:21]([F:22])[F:23])[n:14][c:15]2[c:16]([Cl:19])[cH:17][cH:18]1)[OH:40]. The reactants are BrC1=C(C=2C(=CN=CC2)S1)Br (2,3-dibromothieno[2,3-c]pyridine), CC(C)(C#C)O (2-methyl-3-butyn-2-ol), CCN(C(C)C)C(C)C (DIPEA). Yields the product BrC1=C(SC2=CN=CC=C21)C#CC(C)(O)C (4-(3-bromothieno[2,3-c]pyridin-2-yl)-2-methylbut-3-yn-2-ol). Reported procedure: To a suspension of 2,3-dibromothieno[2,3-c]pyridine (400 mg, 1.37 mmol), 2-methyl-3-butyn-2-ol (121 μL, 1.24 mmol), copper (I) iodide (24 mg, 0.12 mmol) and DIPEA (2.16 mL, 12.41 mmol) in 1,4-dioxane (16 mL) was added Pd(PPh3)2Cl2 (174 mg, 0.25 mmol). The mixture was evacuated and refilled with nitrogen (3×), then stirred at 50° C. for 2 h. Solvent was evaporated and the resultant mixture was dissolved in EtOAc. The organic solution was washed with water and brine, dried over anhydrous sodium su... The yield is 86.9%. Reagents/catalysts: [Cu]I (copper (I) iodide), Cl[Pd]([P](C1=CC=CC=C1)(C2=CC=CC=C2)C3=CC=CC=C3)([P](C4=CC=CC=C4)(C5=CC=CC=C5)C6=CC=CC=C6)Cl (Pd(PPh3)2Cl2). Solvent: O1CCOCC1 (1,4-dioxane). Reaction SMILES: Br[C:2]1[S:10][C:5]2=[CH:6][N:7]=[CH:8][CH:9]=[C:4]2[C:3]=1[Br:11].[CH3:12][C:13]([OH:17])([C:15]#[CH:16])[CH3:14].CCN(C(C)C)C(C)C>O1CCOCC1.[Cu]I.Cl[Pd](Cl)([P](C1C=CC=CC=1)(C1C=CC=CC=1)C1C=CC=CC=1)[P](C1C=CC=CC=1)(C1C=CC=CC=1)C1C=CC=CC=1>[Br:11][C:3]1[C:4]2[C:5](=[CH:6][N:7]=[CH:8][CH:9]=2)[S:10][C:2]=1[C:16]#[C:15][C:13]([CH3:14])([OH:17])[CH3:12] |^1:37,56|. Run at temperature 50 celsius, time 2 hour. The reactants are CC1(C)COC12CNC2, O=Cc1ccc(OC2CN(C(=O)c3nnc(-c4ccccc4)o3)C2)c(Cl)c1, O=C(O)C(F)(F)F. Yields the product CC1(C)COC12CN(Cc1ccc(OC3CN(C(=O)c4nnc(-c5ccccc5)o4)C3)c(Cl)c1)C2. As a reaction SMILES: [CH3:8][C:9]1([CH3:16])[CH2:10][O:11][C:12]12[CH2:13][NH:14][CH2:15]2.[Cl:17][c:18]1[cH:19][c:20]([CH:21]=[O:22])[cH:23][cH:24][c:25]1[O:26][CH:27]1[CH2:28][N:29]([C:31](=[O:32])[c:33]2[o:34][c:35](-[c:38]3[cH:39][cH:40][cH:41][cH:42][cH:43]3)[n:36][n:37]2)[CH2:30]1.[F:1][C:2]([F:3])([F:4])[C:5]([OH:6])=[O:7]>>[CH3:8][C:9]1([CH3:16])[CH2:10][O:11][C:12]12[CH2:13][N:14]([CH2:21][c:20]1[cH:19][c:18]([Cl:17])[c:25]([O:26][CH:27]3[CH2:28][N:29]([C:31](=[O:32])[c:33]4[o:34][c:35](-[c:38]5[cH:39][cH:40][cH:41][cH:42][cH:43]5)[n:36][n:37]4)[CH2:30]3)[cH:24][cH:23]1)[CH2:15]2. Starting materials: CC(C)(C)OC(=O)N1CCC(N)CC1, CC(=O)Nc1cc(Cl)nc(Cl)n1, CN(C)C=O. Yields the product CC(=O)Nc1cc(NC2CCN(C(=O)OC(C)(C)C)CC2)nc(Cl)n1. As a reaction SMILES: [C:13]([CH3:14])([CH3:15])([CH3:16])[O:17][C:18](=[O:19])[N:20]1[CH2:21][CH2:22][CH:23]([NH2:26])[CH2:24][CH2:25]1.[Cl:1][c:2]1[n:3][c:4]([Cl:12])[cH:5][c:6]([NH:8][C:9]([CH3:10])=[O:11])[n:7]1.[O:27]=[CH:28][N:29]([CH3:30])[CH3:31]>>[Cl:1][c:2]1[n:3][c:4]([NH:26][CH:23]2[CH2:22][CH2:21][N:20]([C:18]([O:17][C:13]([CH3:14])([CH3:15])[CH3:16])=[O:19])[CH2:25][CH2:24]2)[cH:5][c:6]([NH:8][C:9]([CH3:10])=[O:11])[n:7]1. Reactants: CC(C)(C)c1ccc(CCl)cc1, CSc1nc(O)c(C)c(=O)n1C, CN(C)P(=O)(N(C)C)N(C)C, [H-], [Na+], O. The product is CSc1nc(OCc2ccc(C(C)(C)C)cc2)c(C)c(=O)n1C. Reaction SMILES: [C:13]([CH3:14])([CH3:15])([CH3:16])[c:17]1[cH:18][cH:19][c:20]([CH2:21][Cl:22])[cH:23][cH:24]1.[CH3:1][n:2]1[c:3]([S:11][CH3:12])[n:4][c:5]([OH:10])[c:6]([CH3:9])[c:7]1=[O:8].[CH3:28][N:29]([CH3:30])[P:31](=[O:32])([N:33]([CH3:34])[CH3:35])[N:36]([CH3:37])[CH3:38].[H-:25].[Na+:26].[OH2:27]>>[CH3:1][n:2]1[c:3]([S:11][CH3:12])[n:4][c:5]([O:10][CH2:21][c:20]2[cH:19][cH:18][c:17]([C:13]([CH3:14])([CH3:15])[CH3:16])[cH:24][cH:23]2)[c:6]([CH3:9])[c:7]1=[O:8].